This data is from the Open Reaction Database (ORD), a public repository of structured organic reaction records. The task is: describe an organic reaction: reactants, conditions, products, and yield Starting materials: C(C)(C)(C)OC(=O)N1CCC(CC1)NC1=C(C=C(C=C1)S(=O)(=O)C1=CC=CC=C1)OCCCl (4-[4-benzenesulfonyl-2-(2-chloro-ethoxy)-phenylamino]-piperidine-1-carboxylic acid tert-butyl ester), [I-].[Na+] (sodium iodide), O (water), [H-].[Na+] (sodium hydride). The solvent is CN(C)C=O (DMF). Conditions: time 2 hour. The product is C(C)(C)(C)OC(=O)N1CCC(CC1)N1CCOC2=C1C=CC(=C2)S(=O)(=O)C2=CC=CC=C2 (4-(7-benzenesulfonyl-2,3-dihydro-benzo[1,4]oxazin-4-yl)-piperidine-1-carboxylic acid tert-butyl ester). The yield is 68.4%. Reaction SMILES: [C:1]([O:5][C:6]([N:8]1[CH2:13][CH2:12][CH:11]([NH:14][C:15]2[CH:20]=[CH:19][C:18]([S:21]([C:24]3[CH:29]=[CH:28][CH:27]=[CH:26][CH:25]=3)(=[O:23])=[O:22])=[CH:17][C:16]=2[O:30][CH2:31][CH2:32]Cl)[CH2:10][CH2:9]1)=[O:7])([CH3:4])([CH3:3])[CH3:2].[I-].[Na+].[H-].[Na+].O>CN(C=O)C>[C:1]([O:5][C:6]([N:8]1[CH2:13][CH2:12][CH:11]([N:14]2[C:15]3[CH:20]=[CH:19][C:18]([S:21]([C:24]4[CH:29]=[CH:28][CH:27]=[CH:26][CH:25]=4)(=[O:23])=[O:22])=[CH:17][C:16]=3[O:30][CH2:31][CH2:32]2)[CH2:10][CH2:9]1)=[O:7])([CH3:4])([CH3:3])[CH3:2] |f:1.2,3.4|. Procedure: To a solution of 4-[4-benzenesulfonyl-2-(2-chloro-ethoxy)-phenylamino]-piperidine-1-carboxylic acid tert-butyl ester (0.175 g, 0.354 mmol) in 0.500 mL anhydrous DMF was added sodium iodide (2.0 mg, cat) followed by sodium hydride (17 mg. of a 60% dispersion in mineral oil, 0.424 mmol) in 3 portions. The reaction mixture was stirred at room temperature for 2 hours, added to 50 mL water, and then extracted twice with 50 mL ethyl acetate. The organic fraction was washed with 50 mL brine, dried over... Reactants: O=C([O-])[O-], CN(C)C=O, O=C(Nc1cn2nc(I)ccc2n1)C1CCOCC1, [K+], [K+], Nc1cccc(O)c1. The product is Nc1cccc(Oc2ccc3nc(NC(=O)C4CCOCC4)cn3n2)c1. Reaction SMILES: [C:28](=[O:29])([O-:30])[O-:31].[CH3:34][N:35]([CH3:36])[CH:37]=[O:38].[I:1][c:2]1[cH:3][cH:4][c:5]2[n:6]([n:7]1)[cH:8][c:9]([NH:11][C:12](=[O:13])[CH:14]1[CH2:15][CH2:16][O:17][CH2:18][CH2:19]1)[n:10]2.[K+:32].[K+:33].[NH2:20][c:21]1[cH:22][cH:23][cH:24][c:25]([OH:26])[cH:27]1>>[c:2]1([O:26][c:25]2[cH:24][cH:23][cH:22][c:21]([NH2:20])[cH:27]2)[cH:3][cH:4][c:5]2[n:6]([n:7]1)[cH:8][c:9]([NH:11][C:12](=[O:13])[CH:14]1[CH2:15][CH2:16][O:17][CH2:18][CH2:19]1)[n:10]2. Reactants: Br, O=C([O-])[O-], CSc1c(O)cccc1CN(C)C, N#Cc1ccc(Cl)cc1F, [Cs+], [Cs+], CN(C)C=O, O. Product: CSc1c(CN(C)C)cccc1Oc1cc(Cl)ccc1C#N. As a reaction SMILES: [BrH:11].[C:25](=[O:26])([O-:27])[O-:28].[CH3:12][N:13]([CH3:14])[CH2:15][c:16]1[c:17]([S:23][CH3:24])[c:18]([OH:22])[cH:19][cH:20][cH:21]1.[Cl:1][c:2]1[cH:3][c:4]([F:10])[c:5]([C:6]#[N:7])[cH:8][cH:9]1.[Cs+:29].[Cs+:30].[O:32]=[CH:33][N:34]([CH3:35])[CH3:36].[OH2:31]>>[Cl:1][c:2]1[cH:3][c:4]([O:22][c:18]2[c:17]([S:23][CH3:24])[c:16]([CH2:15][N:13]([CH3:12])[CH3:14])[cH:21][cH:20][cH:19]2)[c:5]([C:6]#[N:7])[cH:8][cH:9]1. Starting materials: CC(CC(C)(C)C)c1ccc(CNC(=O)OC(C)(C)C)cc1, CCOC(C)=O, Cl, C1COCCO1. Yields the product CC(CC(C)(C)C)c1ccc(CN)cc1. Reaction SMILES: [C:2]([O:3][C:4](=[O:5])[NH:9][CH2:10][c:11]1[cH:12][cH:13][c:14]([CH:17]([CH2:18][C:19]([CH3:20])([CH3:21])[CH3:22])[CH3:23])[cH:15][cH:16]1)([CH3:6])([CH3:7])[CH3:8].[CH3:30][CH2:31][O:32][C:33]([CH3:34])=[O:35].[ClH:1].[O:24]1[CH2:25][CH2:26][O:27][CH2:28][CH2:29]1>>[NH2:9][CH2:10][c:11]1[cH:12][cH:13][c:14]([CH:17]([CH2:18][C:19]([CH3:20])([CH3:21])[CH3:22])[CH3:23])[cH:15][cH:16]1. The reactants are sodium ethylthiolate, C(C)S (ethanothiol), C(CCC)[Li] (Butyl lithium), N1=CC=C(C2=CC=CC=C12)C(=O)N[C@@H]1CC[C@H](CC1)CC(=O)O (Trans-{4-[(Quinoline-4-carbonyl)-amino]-cyclohexyl}-acetic acid), C(C(=O)Cl)(=O)Cl (oxalyl chloride), C(=O)(O)[O-].[Na+] (NaHCO3). Solvent: C(OC)COC (dimethoxyethane), ClCCl (dichloromethane). Conditions: time 8 hour. Yields the product C(C)SC(C[C@@H]1CC[C@H](CC1)NC(=O)C1=CC=NC2=CC=CC=C12)=O (Trans-{4-[(Quinoline-4-carbonyl)-amino]-cyclohexyl}-thioacetic acid S-ethyl ester). Yield: 78.9%. Reaction SMILES: [N:1]1[C:10]2[C:5](=[CH:6][CH:7]=[CH:8][CH:9]=2)[C:4]([C:11]([NH:13][C@H:14]2[CH2:19][CH2:18][C@H:17]([CH2:20][C:21](O)=[O:22])[CH2:16][CH2:15]2)=[O:12])=[CH:3][CH:2]=1.C(Cl)(=O)C(Cl)=O.[CH2:30]([SH:32])[CH3:31].C([Li])CCC.C([O-])(O)=O.[Na+]>ClCCl.C(COC)OC>[CH2:30]([S:32][C:21](=[O:22])[CH2:20][C@H:17]1[CH2:16][CH2:15][C@H:14]([NH:13][C:11]([C:4]2[C:5]3[C:10](=[CH:9][CH:8]=[CH:7][CH:6]=3)[N:1]=[CH:2][CH:3]=2)=[O:12])[CH2:19][CH2:18]1)[CH3:31] |f:4.5|. Procedure details: 2.19 g of Trans-{4-[(Quinoline-4-carbonyl)-amino]-cyclohexyl}-acetic acid (7 mmol) was added in 1300 mL of dichloromethane. Then 1.8 mL of oxalyl chloride was added (21 mmol). The suspension was heated to reflux for 3 hours and then the cloudy mixture was concentrated under vacuum. The residue was taken up in 500 mL of dichloromethane as a suspension and (1.28 g, 21 mmol) sodium ethylthiolate freshly prepared from 1.45 mL of ethanothiol and 12.07 mL of Butyl lithium (1.6 M in toluene) at 0° C. a... Reactants: [N-]=[N+]=[N-].[Na+] (sodium azide), IC1=CC=C(N)C=C1 (p-iodoaniline), Cl (hydrochloric acid), N(=O)[O-].[Na+] (sodium nitrite). Solvent: O (water), O (water), O (water). Reaction conditions: time 1 hour. Product: N(=[N+]=[N-])C1=CC=C(C=C1)I (p-azidoiodobenzene). Reaction SMILES: [I:1][C:2]1[CH:8]=[CH:7][C:5]([NH2:6])=[CH:4][CH:3]=1.Cl.N([O-])=O.[Na+].[N-:14]=[N+:15]=[N-].[Na+]>O>[N:6]([C:5]1[CH:7]=[CH:8][C:2]([I:1])=[CH:3][CH:4]=1)=[N+:14]=[N-:15] |f:2.3,4.5|. Reported procedure: 6 g of p-iodoaniline was dispersed in a solution comprising 25 cc of water and 7.5 cc of 36% hydrochloric acid and cooled with ice. 2.1 g of sodium nitrite was dissolved in 13 ml of water and the resulting solution was added dropwise slowly to the dispersion to effect the diazotization reaction. A solution of 2.5 g of sodium azide in 18 ml of water was added dropwise thereto and, after stirring for one hour, the mixture was subjected to extraction with benzene. After the dehydration with sodium ... Starting materials: Cl.C(C1=CC=CC=C1)OC1=CC=C(C=C1)[C@@H]1[C@H](CN(CC1)[C@H](C)C1=CC=CC=C1)O ((3R,4R)-4-(4-benzyloxy-phenyl)-1-((R)-1-phenyl-ethyl)-piperidin-3-ol hydrochloride). Reagents/catalysts: [C].[Pd] (carbon palladium). Solvent: CO (methanol), O (water). Reaction conditions: time 6 hour. The product is Cl.OC1=CC=C(C=C1)[C@@H]1[C@H](CNCC1)O ((3R,4R)-4-(4-hydroxy-phenyl)-piperidin-3-ol hydrochloride). The yield is 99.6%. Reaction SMILES: [ClH:1].C([O:9][C:10]1[CH:15]=[CH:14][C:13]([C@H:16]2[CH2:21][CH2:20][N:19]([C@@H](C3C=CC=CC=3)C)[CH2:18][C@@H:17]2[OH:30])=[CH:12][CH:11]=1)C1C=CC=CC=1>CO.O.[C].[Pd]>[ClH:1].[OH:9][C:10]1[CH:15]=[CH:14][C:13]([C@H:16]2[CH2:21][CH2:20][NH:19][CH2:18][C@@H:17]2[OH:30])=[CH:12][CH:11]=1 |f:0.1,4.5,6.7|. Reported procedure: The reaction flask was charged under argon with 250 mg of 10% carbon-palladium (Degussa E-101 N/D), then a solution of 5 g (11.8 mmol) of (3R,4R)-4-(4-benzyloxy-phenyl)-1-((R)-1-phenyl-ethyl)-piperidin-3-ol hydrochloride in 50 mL of methanol and 5 mL water was added. After hydogenation during 6 h at room temperature and normal pressure the catalyst was separated by filtration and washed with methanol. The filtrate was concentrated and the remaining water was azeotropically removed at the rotary ... Reactants: C(C1=CC=CC=C1)C=1SC2=C(N1)C=CC(=C2)C=2C=C(N1N=CN=C(C12)N)C1CCNCC1 (5-(2-benzyl-1,3-benzothiazol-6-yl)-7-piperidin-4-ylpyrrolo[2,1-f][1,2,4]triazin-4-amine), BrC=1C=CC2=C(N=C(S2)SC)C1 (5-bromo-2-(methylthio)-1,3-benzothiazole), [Br-].C(C1=CC=CC=C1)[Zn+] (benzylzinc bromide). Product: C(C1=CC=CC=C1)C=1SC2=C(N1)C=C(C=C2)Br (2-benzyl-5-bromo-1,3-benzothiazole). Yield: 48.0%. RXN SMILES: [CH2:1]([C:8]1[S:9][C:10]2[CH:16]=[C:15](C3C=C(C4CCNCC4)N4C=3C(N)=NC=N4)[CH:14]=[CH:13][C:11]=2[N:12]=1)[C:2]1[CH:7]=[CH:6][CH:5]=[CH:4][CH:3]=1.[Br:33]C1C=CC2SC(SC)=NC=2C=1.[Br-].C([Zn+])C1C=CC=CC=1>>[CH2:1]([C:8]1[S:9][C:10]2[CH:16]=[CH:15][C:14]([Br:33])=[CH:13][C:11]=2[N:12]=1)[C:2]1[CH:7]=[CH:6][CH:5]=[CH:4][CH:3]=1 |f:2.3|. Procedure: In a manner similar to the procedure described for Step 2 of the preparation of 5-(2-benzyl-1,3-benzothiazol-6-yl)-7-piperidin-4-ylpyrrolo[2,1-f][1,2,4]triazin-4-amine and using 5-bromo-2-(methylthio)-1,3-benzothiazole and benzylzinc bromide as starting material, 1.30 g (48%) of the desired product was isolated. 1H NMR (400 MHz, DMSO-d6) δ 8.18 (s, 1H), 7.99 (d, 1H), 7.56 (d, 1H), 7.40-7.18 (m, 5H), 4.44 (s, 2H); LC-MS m/z [M+H]+304.3 & 306.3, RT 5.16 min. Reactants: BrB(Br)Br, ClCCl, COCC(C)Oc1cc(Oc2cnc(S(C)(=O)=O)cn2)cc(-c2ccc(C3=NCC(C)O3)[nH]2)c1, [Na+], O=C([O-])O. The product is CC1CN=C(c2ccc(-c3cc(Oc4cnc(S(C)(=O)=O)cn4)cc(OC(C)CO)c3)[nH]2)O1. RXN SMILES: [B:35]([Br:36])([Br:37])[Br:38].[CH2:44]([Cl:45])[Cl:46].[CH3:1][O:2][CH2:3][CH:4]([O:5][c:6]1[cH:7][c:8]([O:9][c:10]2[n:11][cH:12][c:13]([S:16](=[O:17])(=[O:18])[CH3:19])[n:14][cH:15]2)[cH:20][c:21](-[c:23]2[nH:24][c:25]([C:28]3=[N:32][CH2:31][CH:30]([CH3:33])[O:29]3)[cH:26][cH:27]2)[cH:22]1)[CH3:34].[Na+:39].[OH:40][C:41](=[O:42])[O-:43]>>[OH:2][CH2:3][CH:4]([O:5][c:6]1[cH:7][c:8]([O:9][c:10]2[n:11][cH:12][c:13]([S:16](=[O:17])(=[O:18])[CH3:19])[n:14][cH:15]2)[cH:20][c:21](-[c:23]2[nH:24][c:25]([C:28]3=[N:32][CH2:31][CH:30]([CH3:33])[O:29]3)[cH:26][cH:27]2)[cH:22]1)[CH3:34].